This data is from the Open Reaction Database (ORD), a public repository of structured organic reaction records. The task is: describe an organic reaction: reactants, conditions, products, and yield Starting materials: [Se]1C=NC2=C1C=CC=C2 (benzoselenazoline), C=O (formaldehyde), CO (methanol). Solvent: O (water). Conditions: temperature 40 celsius. Product: OCN1C[Se](C2=C1C=CC=C2)=O (3-(Hydroxymethyl)benzoselenazolinone). Reaction SMILES: [Se:1]1[C:5]2[CH:6]=[CH:7][CH:8]=[CH:9][C:4]=2[N:3]=[CH:2]1.[CH2:10]=[O:11].C[OH:13]>O>[OH:11][CH2:10][N:3]1[C:4]2[CH:9]=[CH:8][CH:7]=[CH:6][C:5]=2[Se:1](=[O:13])[CH2:2]1. Reported procedure: 2 grams (0.01 mol) of benzoselenazoline, 2 cm3 (0.02 mol) of aqueous formaldehyde solution and 2 cm3 of methanol are introduced into a ground-necked flask. The mixture is brought to reflux two hours. After cooling to 40° C. 20 cm3 of water are added. The mixture is allowed to cool and the product is drained, washed with water, dried and recrystallized in cyclohexane. Reactants: Cl (HCl), C(C)(C)(C)OC(=O)N1C=C(C2=CC=CC=C12)SC1=C(C=CC=C1)N1CCN(CC1)C(=O)OC(C)(C)C (3-[2-(4-tert-butoxycarbonyl-piperazin-1-yl)-phenylsulfanyl]-indole-1-carboxylic acid tert-butyl ester). Solvent: C(C)(=O)OCC (ethyl acetate). Run at temperature 0 celsius, time 1 hour. Product: N1(CCNCC1)C1=C(C=CC=C1)SC1=CNC2=CC=CC=C12 (3-(2-piperazin-1-yl-phenylsulfanyl)-1H-indole). Reaction SMILES: Cl.C(OC([N:9]1[C:17]2[C:12](=[CH:13][CH:14]=[CH:15][CH:16]=2)[C:11]([S:18][C:19]2[CH:24]=[CH:23][CH:22]=[CH:21][C:20]=2[N:25]2[CH2:30][CH2:29][N:28](C(OC(C)(C)C)=O)[CH2:27][CH2:26]2)=[CH:10]1)=O)(C)(C)C>C(OCC)(=O)C>[N:25]1([C:20]2[CH:21]=[CH:22][CH:23]=[CH:24][C:19]=2[S:18][C:11]2[C:12]3[C:17](=[CH:16][CH:15]=[CH:14][CH:13]=3)[NH:9][CH:10]=2)[CH2:30][CH2:29][NH:28][CH2:27][CH2:26]1. Procedure: 3 M HCl-gas in dry ethyl acetate (3 mL) was added to 3-[2-(4-tert-butoxycarbonyl-piperazin-1-yl)-phenylsulfanyl]-indole-1-carboxylic acid tert-butyl ester. The solution was stirred for 1 h at 0° C. and evaporated under vacuum. The crude product was purified by preparative LC-MS. The isolated product was submitted for testing as DMSO solution. Reactants: OC(C(=O)N(C1=CC=C(C=C1)OC)C1=CC=C(C=C1)OC)(C)C1=CC=C(C=C1)OC (2-hydroxy-N,N,2-tris(4-methoxyphenyl)propanamide), B(Br)(Br)Br (BBr3). Solvent: C(Cl)Cl (methylene chloride). Conditions: time 8 hour. The product is OC(C(=O)N(C1=CC=C(C=C1)O)C1=CC=C(C=C1)O)(C)C1=CC=C(C=C1)O (2-hydroxy-N,N,2-tri(4-hydroxyphenyl)propanamide). Isolated yield 77.8%. RXN SMILES: [OH:1][C:2]([C:23]1[CH:28]=[CH:27][C:26]([O:29]C)=[CH:25][CH:24]=1)([CH3:22])[C:3]([N:5]([C:14]1[CH:19]=[CH:18][C:17]([O:20]C)=[CH:16][CH:15]=1)[C:6]1[CH:11]=[CH:10][C:9]([O:12]C)=[CH:8][CH:7]=1)=[O:4].B(Br)(Br)Br>C(Cl)Cl>[OH:1][C:2]([C:23]1[CH:24]=[CH:25][C:26]([OH:29])=[CH:27][CH:28]=1)([CH3:22])[C:3]([N:5]([C:14]1[CH:19]=[CH:18][C:17]([OH:20])=[CH:16][CH:15]=1)[C:6]1[CH:11]=[CH:10][C:9]([OH:12])=[CH:8][CH:7]=1)=[O:4]. Procedure details: 2-hydroxy-N,N,2-tris(4-methoxyphenyl)propanamide (0.60 g, 1.47 mmol) was to dissolved in 30 mL of anhydrous methylene chloride in a dry 250 mL round-bottomed flask fitted with a stiffing bar, anitrogen inlet and rubber stopper. BBr3 solution (6.00 mL of 1M CH2Cl2 solution, 6.00 mmol) was added dropwise with stiffing at 0° C. The reaction solution was stirred at room temperature overnight. The reaction was quenched by adding 20 mL of water and extracted with EtOAc (3×30 mL). The EtOAc layers were... Reactants: CC1CN(C(=O)OC(C)(C)C)CC2Cc3ccc(CO)cc3N12, CN(C)C=O, [H-], CI, [Na+]. Yields the product COCc1ccc2c(c1)N1C(C)CN(C(=O)OC(C)(C)C)CC1C2. Reaction SMILES: [C:3]([CH3:4])([CH3:5])([CH3:6])[O:7][C:8](=[O:9])[N:10]1[CH2:11][CH:12]2[N:13]([c:14]3[cH:15][c:16]([CH2:21][OH:22])[cH:17][cH:18][c:19]3[CH2:20]2)[CH:23]([CH3:25])[CH2:24]1.[CH3:28][N:29]([CH3:30])[CH:31]=[O:32].[H-:1].[I:26][CH3:27].[Na+:2]>>[C:3]([CH3:4])([CH3:5])([CH3:6])[O:7][C:8](=[O:9])[N:10]1[CH2:11][CH:12]2[N:13]([c:14]3[cH:15][c:16]([CH2:21][O:22][CH3:27])[cH:17][cH:18][c:19]3[CH2:20]2)[CH:23]([CH3:25])[CH2:24]1.